This data is from the Open Reaction Database (ORD), a public repository of structured organic reaction records. The task is: describe an organic reaction: reactants, conditions, products, and yield The reactants are [N+](=O)([O-])C1=CC(=C(C=C1)C)N1C(C=2C(C1=O)=CC(=CC2)C(N(C)C)=O)=O (N-(4-nitro-o-tolyl)-4-dimethylcarbamoylphthalimide), [H][H] (hydrogen). Reagents/catalysts: [Ni] (Raney nickel). The solvent is C(C)(=O)OCC (ethyl acetate). Yields the product NC1=CC(=C(C=C1)C)N1C(C=2C(C1=O)=CC(=CC2)C(N(C)C)=O)=O (N-(4-amino-o-tolyl)-4-dimethylcarbamoylphthalimide). RXN SMILES: [N+:1]([C:4]1[CH:9]=[CH:8][C:7]([CH3:10])=[C:6]([N:11]2[C:15](=[O:16])[C:14]3=[CH:17][C:18]([C:21](=[O:25])[N:22]([CH3:24])[CH3:23])=[CH:19][CH:20]=[C:13]3[C:12]2=[O:26])[CH:5]=1)([O-])=O.[H][H]>[Ni].C(OCC)(=O)C>[NH2:1][C:4]1[CH:9]=[CH:8][C:7]([CH3:10])=[C:6]([N:11]2[C:15](=[O:16])[C:14]3=[CH:17][C:18]([C:21](=[O:25])[N:22]([CH3:23])[CH3:24])=[CH:19][CH:20]=[C:13]3[C:12]2=[O:26])[CH:5]=1. Procedure details: The mixture of 6.5 g of N-(4-nitro-o-tolyl)-4-dimethylcarbamoylphthalimide, 3.0 g of Raney nickel and 270 ml of ethyl acetate is hydrogenated at 3.1 atm. and room temperature until the hydrogen uptake ceases. It is filtered, the filtrate evaporated, the residue washed with hot ethanol and dried, to yield the N-(4-amino-o-tolyl)-4-dimethylcarbamoylphthalimide melting at 214°-217°. Starting materials: [OH-].[K+] (potassium hydroxide), C(C1=CC=CC=C1)(=O)[O-] (benzoate), CC1=C(C=C(C=C1)C(C)(C)C)/C(=C/C1=CC=C(C(=O)OCC)C=C1)/C (Ethyl 4-[(E)-2-(2-Methyl-5-tert-butylphenyl)propen-1-yl]benzoate). The solvent is C(C)O (ethanol). Product: CC1=C(C=C(C=C1)C(C)(C)C)/C(=C/C1=CC=C(C(=O)O)C=C1)/C (4-[(E)-2-(2-Methyl-5-tert-butylphenyl)propen-1-yl]benzoic Acid). As a reaction SMILES: [OH-].[K+].C([O-])(=O)C1C=CC=CC=1.[CH3:12][C:13]1[CH:18]=[CH:17][C:16]([C:19]([CH3:22])([CH3:21])[CH3:20])=[CH:15][C:14]=1/[C:23](/[CH3:36])=[CH:24]/[C:25]1[CH:35]=[CH:34][C:28]([C:29]([O:31]CC)=[O:30])=[CH:27][CH:26]=1>C(O)C>[CH3:12][C:13]1[CH:18]=[CH:17][C:16]([C:19]([CH3:22])([CH3:20])[CH3:21])=[CH:15][C:14]=1/[C:23](/[CH3:36])=[CH:24]/[C:25]1[CH:26]=[CH:27][C:28]([C:29]([OH:31])=[O:30])=[CH:34][CH:35]=1 |f:0.1|. Procedure: A solution of potassium hydroxide in ethanol was added to 41 mg (0.12 mmol) of ethyl 4-[(E)-2-2-methyl-5-tert-butylphenyl)propen-1-yl]benzoate (Compound 26) and the resulting mixture stirred at room temperature. Solvent was removed in-vacuo and the resulting solid taken-up in water, acidified using 1N HCl, and extracted with ether. The ether extracts were washed with water, brine and dried (MgSO4). The solvent was removed in-vacuo to give the title compound as a yellow solid.